The task is: describe an organic reaction: reactants, conditions, products, and yield. This data is from the Open Reaction Database (ORD), a public repository of structured organic reaction records. Reactants: FC(C1=C(C=CC=C1)B(O)O)(F)F (2-trifluoromethylphenyl boronic acid), C([O-])([O-])=O.[K+].[K+] (potassium carbonate), BrC1=CC(=C(C(=O)O)C=C1OC)OC (4-bromo-2,5-dimethoxybenzoic acid), Cl (hydrochloric acid). The reagents and catalysts are C=1C=CC(=CC1)[P](C=2C=CC=CC2)(C=3C=CC=CC3)[Pd]([P](C=4C=CC=CC4)(C=5C=CC=CC5)C=6C=CC=CC6)([P](C=7C=CC=CC7)(C=8C=CC=CC8)C=9C=CC=CC9)[P](C=1C=CC=CC1)(C=1C=CC=CC1)C=1C=CC=CC1 (tetrakis(triphenylphosphine)palladium(0)). Run in O1CCOCC1 (dioxane). The product is COC1=C(C=C(C(=C1)C(=O)O)OC)C1=C(C=CC=C1)C(F)(F)F (2,5-Dimethoxy-2′-trifluoromethyl-[1,1′-biphenyl]-4-carboxylic acid). As a reaction SMILES: Br[C:2]1[C:10]([O:11][CH3:12])=[CH:9][C:5]([C:6]([OH:8])=[O:7])=[C:4]([O:13][CH3:14])[CH:3]=1.[F:15][C:16]([F:27])([F:26])[C:17]1[CH:22]=[CH:21][CH:20]=[CH:19][C:18]=1B(O)O.C(=O)([O-])[O-].[K+].[K+].Cl>O1CCOCC1.C1C=CC([P]([Pd]([P](C2C=CC=CC=2)(C2C=CC=CC=2)C2C=CC=CC=2)([P](C2C=CC=CC=2)(C2C=CC=CC=2)C2C=CC=CC=2)[P](C2C=CC=CC=2)(C2C=CC=CC=2)C2C=CC=CC=2)(C2C=CC=CC=2)C2C=CC=CC=2)=CC=1>[CH3:12][O:11][C:10]1[CH:9]=[C:5]([C:6]([OH:8])=[O:7])[C:4]([O:13][CH3:14])=[CH:3][C:2]=1[C:18]1[CH:19]=[CH:20][CH:21]=[CH:22][C:17]=1[C:16]([F:27])([F:26])[F:15] |f:2.3.4,^1:44,46,65,84|. Procedure: A suspension of 4-bromo-2,5-dimethoxybenzoic acid [prepared in the manner of Bortnik et al., Zh. Org. Khim. 8, 340 (1972)] (2.43 g, 9 mmol), 2-trifluoromethylphenyl boronic acid (5.3 g, 28 mmol), and potassium carbonate (6.21 g, 60 mmol) in dioxane (40 mL) was sparged with nitrogen and treated with tetrakis(triphenylphosphine)palladium(0) (0.328 g, 0.2 mmol). The mixture was heated to reflux for 48 hours, cooled, acidified with 1N hydrochloric acid and extracted with ethyl acetate The extracts w... The reactants are COC=1C=NNC1C=1C=C(C(=O)O)C=CC1C (3-(4-methoxy-1H-pyrazol-5-yl)-4-methylbenzoic acid), C(#N)C=1C=NNC1C=1C=C(C(=O)OC)C=CC1C (methyl 3-(4-cyano-1H-pyrazol-5-yl)-4-methylbenzoate), C(#N)C=1C=NNC1C=1C=C(C(=O)OC)C=CC1C (methyl 3-(4-cyano-1H-pyrazol-5-yl)-4-methylbenzoate), COC=1C=NNC1C=1C=C(C(=O)OC)C=CC1C (methyl 3-(4-methoxy-1H-pyrazol-5-yl)-4-methylbenzoate). Product: C(#N)C=1C=NNC1C=1C=C(C(=O)O)C=CC1C (3-(4-Cyano-1H-pyrazol-5-yl)-4-methylbenzoic acid). Reaction SMILES: COC1C=NNC=1C1C=C(C=CC=1C)C(O)=O.[C:18]([C:20]1[CH:21]=[N:22][NH:23][C:24]=1[C:25]1[CH:26]=[C:27]([CH:32]=[CH:33][C:34]=1[CH3:35])[C:28]([O:30]C)=[O:29])#[N:19].COC1C=NNC=1C1C=C(C=CC=1C)C(OC)=O>>[C:18]([C:20]1[CH:21]=[N:22][NH:23][C:24]=1[C:25]1[CH:26]=[C:27]([CH:32]=[CH:33][C:34]=1[CH3:35])[C:28]([OH:30])=[O:29])#[N:19]. Reported procedure: The title compound was prepared using standard chemical manipulations and procedures similar to those used for the preparation of compound 244.7, except methyl 3-(4-cyano-1H-pyrazol-5-yl)-4-methylbenzoate (compound 256.4) was used in place of methyl 3-(4-methoxy-1H-pyrazol-5-yl)-4-methylbenzoate (compound 244.6). Reactants: C(C1=CC=CC=C1)OC1=C(C(=O)NC2=C(C=C(C=C2)[N+](=O)[O-])O)C=CC(=C1)OCC1=CC=CC=C1 (2,4-Bis-benzyloxy-N-(2-hydroxy-4-nitro-phenyl)-benzamide), NN (hydrazine). Reagents/catalysts: [Ni] (Raney Nickel). The solvent is CO (MeOH), C1CCOC1 (THF). Reaction conditions: time 30 minute. The product is NC1=CC(=C(C=C1)NC(C1=C(C=C(C=C1)OCC1=CC=CC=C1)OCC1=CC=CC=C1)=O)O (N-(4-Amino-2-hydroxy-phenyl)-2,4-bis-benzyloxy-benzamide). Yield: 59.9%. RXN SMILES: [CH2:1]([O:8][C:9]1[CH:27]=[C:26]([O:28][CH2:29][C:30]2[CH:35]=[CH:34][CH:33]=[CH:32][CH:31]=2)[CH:25]=[CH:24][C:10]=1[C:11]([NH:13][C:14]1[CH:19]=[CH:18][C:17]([N+:20]([O-])=O)=[CH:16][C:15]=1[OH:23])=[O:12])[C:2]1[CH:7]=[CH:6][CH:5]=[CH:4][CH:3]=1.NN>CO.C1COCC1.[Ni]>[NH2:20][C:17]1[CH:18]=[CH:19][C:14]([NH:13][C:11](=[O:12])[C:10]2[CH:24]=[CH:25][C:26]([O:28][CH2:29][C:30]3[CH:35]=[CH:34][CH:33]=[CH:32][CH:31]=3)=[CH:27][C:9]=2[O:8][CH2:1][C:2]2[CH:7]=[CH:6][CH:5]=[CH:4][CH:3]=2)=[C:15]([OH:23])[CH:16]=1. Procedure: Compound 39 (470 mg, 1 mmol) was dissolved in MeOH (15 mL) and THF (15 mL). Raney Nickel (50% slurry in water) (2 mL) was added to the reaction mixture followed by anhydrous hydrazine (1 mL). The reaction mixture was stirred at room temperature for 30 minutes until the bubbling was stopped. The solid was filtered off through Celite under reduced pressure and washed with MeOH. The solvent was removed under reduced pressure. Liquid-liquid extraction was performed using CHCl3 (15 mL) and H2O (8 mL×... The reactants are O=C1C2=C(OCC3=C1C=CC=C3)C=CC(=C2)CC(=O)O (6,11-dihydro-11-oxodibenz[b,e]oxepin-2-acetic acid). Run in C(CCC)O (n-butanol). Yields the product O=C1C2=C(OCC3=C1C=CC=C3)C=CC(=C2)CC(=O)OCCCC (n-butyl 6,11-dihydro-11-oxodibenz[b,e]oxepin-2-acetate). As a reaction SMILES: [O:1]=[C:2]1[C:8]2[CH:9]=[CH:10][CH:11]=[CH:12][C:7]=2[CH2:6][O:5][C:4]2[CH:13]=[CH:14][C:15]([CH2:17][C:18]([OH:20])=[O:19])=[CH:16][C:3]1=2>C(O)CCC>[O:1]=[C:2]1[C:8]2[CH:9]=[CH:10][CH:11]=[CH:12][C:7]=2[CH2:6][O:5][C:4]2[CH:13]=[CH:14][C:15]([CH2:17][C:18]([O:20][CH2:8][CH2:2][CH2:3][CH3:4])=[O:19])=[CH:16][C:3]1=2. Procedure: Reaction of 6,11-dihydro-11-oxodibenz[b,e]oxepin-2-acetic acid, Example 2, with n-butanol as described in Example 5 provides n-butyl 6,11-dihydro-11-oxodibenz[b,e]oxepin-2-acetate. Reactants: C(Br)C1CO1 (epibromohydrin), C(CCCCCCCCCCC)N(C)C (dodecyldimethyl amine). The solvent is O1CCOCC1 (para-dioxane). Reaction conditions: temperature 90 celsius. Yields the product [Br-].C(CCCCCCCCCCC)[N+](CC1CO1)(C)C (dodecyl dimethyl (2,3-epoxypropyl) ammonium bromide). RXN SMILES: [CH2:1]([CH:3]1[O:5][CH2:4]1)[Br:2].[CH2:6]([N:18]([CH3:20])[CH3:19])[CH2:7][CH2:8][CH2:9][CH2:10][CH2:11][CH2:12][CH2:13][CH2:14][CH2:15][CH2:16][CH3:17]>O1CCOCC1>[Br-:2].[CH2:6]([N+:18]([CH3:20])([CH3:19])[CH2:1][CH:3]1[O:5][CH2:4]1)[CH2:7][CH2:8][CH2:9][CH2:10][CH2:11][CH2:12][CH2:13][CH2:14][CH2:15][CH2:16][CH3:17] |f:3.4|. Procedure: In a reaction flask was placed 12.4 grams of epibromohydrin, 18.73 grams of dodecyldimethyl amine and 21.34 grams of para-dioxane solvent. This was stirred and heated under nitrogen to reflux (ca. 90° C.). After 6 hours at reflux the mixture was cooled. Solvent removed under vacuum to afford product, dodecyl dimethyl (2,3-epoxypropyl) ammonium bromide as a clear gel. Starting materials: ClCCl, O=C=Nc1ccc(F)cc1, CN(C)C=O, c1ccc2c(c1)CCNC2c1c[nH]c2ccccc12. The product is O=C(Nc1ccc(F)cc1)N1CCc2ccccc2C1c1c[nH]c2ccccc12. As a reaction SMILES: [Cl:30][CH2:31][Cl:32].[F:20][c:21]1[cH:22][cH:23][c:24]([N:27]=[C:28]=[O:29])[cH:25][cH:26]1.[O:33]=[CH:34][N:35]([CH3:36])[CH3:37].[nH:1]1[cH:2][c:3]([CH:10]2[NH:11][CH2:12][CH2:13][c:14]3[cH:15][cH:16][cH:17][cH:18][c:19]32)[c:4]2[cH:5][cH:6][cH:7][cH:8][c:9]12>>[nH:1]1[cH:2][c:3]([CH:10]2[N:11]([C:28]([NH:27][c:24]3[cH:23][cH:22][c:21]([F:20])[cH:26][cH:25]3)=[O:29])[CH2:12][CH2:13][c:14]3[cH:15][cH:16][cH:17][cH:18][c:19]32)[c:4]2[cH:5][cH:6][cH:7][cH:8][c:9]12. Reactants: Cc1ccc(C(=O)NCC(N)=O)cc1-n1cnc(OCc2ccc(F)cc2F)c(Cl)c1=O, NCC(N)=O. Product: COCCNC(=O)c1ccc(C)c(-n2cnc(OCc3ccc(F)cc3F)c(Cl)c2=O)c1. As a reaction SMILES: [Cl:1][c:2]1[c:3]([O:23][CH2:24][c:25]2[c:26]([F:32])[cH:27][c:28]([F:31])[cH:29][cH:30]2)[n:4][cH:5][n:6](-[c:9]2[cH:10][c:11]([C:12](=[O:13])[NH:14][CH2:15][C:16](=[O:17])[NH2:18])[cH:19][cH:20][c:21]2[CH3:22])[c:7]1=[O:8].[NH2:33][CH2:34][C:35]([NH2:36])=[O:37]>>[Cl:1][c:2]1[c:3]([O:23][CH2:24][c:25]2[c:26]([F:32])[cH:27][c:28]([F:31])[cH:29][cH:30]2)[n:4][cH:5][n:6](-[c:9]2[cH:10][c:11]([C:12](=[O:13])[NH:14][CH2:15][CH2:16][O:17][CH3:34])[cH:19][cH:20][c:21]2[CH3:22])[c:7]1=[O:8]. Starting materials: C=C(C)C(=O)OCC, CC(=O)[O-], CC(=O)[O-], CC#N, CC(C)O, [Co+2], O, CCOC(=O)C(C)(O)CC(C)(C)O, O=C1c2ccccc2C(=O)N1O. Yields the product CC1(C)CC(C)(O)C(=O)O1. RXN SMILES: [C:1]([O:2][CH2:3][CH3:4])(=[O:5])[C:6]([CH3:7])=[CH2:8].[C:35]([O-:36])(=[O:37])[CH3:38].[C:40]([O-:41])(=[O:42])[CH3:43].[CH3:44][C:45]#[N:46].[CH3:47][CH:48]([OH:49])[CH3:50].[Co+2:39].[O:21].[OH:22][C:23]([C:24](=[O:25])[O:26][CH2:27][CH3:28])([CH2:29][C:30]([CH3:31])([CH3:32])[OH:33])[CH3:34].[OH:9][N:10]1[C:11](=[O:12])[c:13]2[cH:14][cH:15][cH:16][cH:17][c:18]2[C:19]1=[O:20]>>[OH:22][C:23]1([CH3:34])[C:24](=[O:25])[O:33][C:30]([CH3:31])([CH3:32])[CH2:29]1.